From a dataset of the Open Reaction Database (ORD), a public repository of structured organic reaction records. describe an organic reaction: reactants, conditions, products, and yield The reactants are ClC=1C=C(C=CC1Cl)CN1N=NC(=C1C)C(=O)NC=1SC(=CN1)C(=O)OC (methyl 2-[({1-[(3,4-dichlorophenyl)methyl]-5-methyl-1H-1,2,3-triazol-4-yl}carbonyl)amino]-1,3-thiazole-5-carboxylate), [OH-].[Na+] (NaOH). The solvent is CCO (EtOH). The product is ClC=1C=C(C=CC1Cl)CN1N=NC(=C1C)C(=O)NC=1SC(=CN1)C(=O)O (2-[({1-[(3,4-Dichlorophenyl)methyl]-5-methyl-1H-1,2,3-triazol-4-yl}carbonyl)amino]-1,3-thiazole-5-carboxylic acid). The yield is 83.2%. RXN SMILES: [Cl:1][C:2]1[CH:3]=[C:4]([CH2:9][N:10]2[C:14]([CH3:15])=[C:13]([C:16]([NH:18][C:19]3[S:20][C:21]([C:24]([O:26]C)=[O:25])=[CH:22][N:23]=3)=[O:17])[N:12]=[N:11]2)[CH:5]=[CH:6][C:7]=1[Cl:8].[OH-].[Na+]>CCO>[Cl:1][C:2]1[CH:3]=[C:4]([CH2:9][N:10]2[C:14]([CH3:15])=[C:13]([C:16]([NH:18][C:19]3[S:20][C:21]([C:24]([OH:26])=[O:25])=[CH:22][N:23]=3)=[O:17])[N:12]=[N:11]2)[CH:5]=[CH:6][C:7]=1[Cl:8] |f:1.2|. Procedure: A mixture of methyl 2-[({1-[(3,4-dichlorophenyl)methyl]-5-methyl-1H-1,2,3-triazol-4-yl}carbonyl)amino]-1,3-thiazole-5-carboxylate (Example 4) (0.403 g, 0.95 mmol) and a 1N NaOH solution (10 mL, 9.5 mmol) in EtOH was stirred at reflux for 2 hours. The solvent was evaporated and the residue was acidified with a 1N HCl solution. The precipitate formed was filtered and dried to give the title compound as a white solid (326 mg, 83%). LC/MS: m/z 412 (M+H)+. Rt: 2.48 min. Reactants: O=C1C(=C(C1=O)NC1=CC=C(C#N)C=C1)OCC (4-(3,4-Dioxo-2-ethoxy-cyclobut-1-enylamino)-benzonitrile), FC(CN)(C(F)(F)F)F (2,2,3,3,3-pentafluoropropylamine). The solvent is C(C)O (ethanol). Product: O=C1C(=C(C1=O)NC1=CC=C(C#N)C=C1)NCC(C(F)(F)F)(F)F (4-[3,4-dioxo-2-(2,2,3,3,3-pentafluoro-propylamino)cyclobut-1-enylamino]-benzonitrile). The yield is 71.0%. Reaction SMILES: [O:1]=[C:2]1[C:5](=O)[C:4]([NH:7][C:8]2[CH:15]=[CH:14][C:11]([C:12]#[N:13])=[CH:10][CH:9]=2)=[C:3]1[O:16]CC.[F:19][C:20]([F:27])([C:23]([F:26])([F:25])[F:24])[CH2:21][NH2:22]>C(O)C>[O:1]=[C:2]1[C:3](=[O:16])[C:4]([NH:7][C:8]2[CH:9]=[CH:10][C:11]([C:12]#[N:13])=[CH:14][CH:15]=2)=[C:5]1[NH:22][CH2:21][C:20]([F:27])([F:19])[C:23]([F:26])([F:25])[F:24]. Procedure: 4-(3,4-Dioxo-2-ethoxy-cyclobut-1-enylamino)-benzonitrile (1 g, 4.1 mmol) and 2,2,3,3,3-pentafluoropropylamine (3 mL) in ethanol were refluxed for 24 hours. The reaction mixture was filtered and the resulting solid was triturated with diethyl ether to give 1.0 g (71%) of 4-[3,4-dioxo-2-(2,2,3,3,3-pentafluoro-propylamino)cyclobut-1-enylamino]-benzonitrile as a yellow solid: mp 272°-275° C. (dec); 1H NMR (DMSO-d6): δ10.15 (br s, 1H), 8.19 (br s, 1H), 7.81 (d, 2H), 7.79 (d, 2H), 4.54 (dr, 2H). IR (K... Yields the product N1C=NC2=C1C=CC(=C2)N2C(NCC2C2=CC=C(C=C2)OCCC)=O (1-(1H-benzo[d]imidazol-5-yl)-5-(4-propoxyphenyl)imidazolidin-2-one). Procedure: The compound was synthesized starting from 5-aminobenzimidazole (0.585 g, 4.4 mmol), 4-propoxybenzaldehyde (0.632 mL, 4 mmol), TMSCN (0.5 mL, 4 mmol), PdC (10%, 0.02 g), TEA 0.558 mL, 4 mmol), di-(imidazol-1-yl)methanone (0.648, 4 mmol) as described in method 2. Yield: 0.135 g (10.0%); MS m/z 337.0 (M+H)+; 1H NMR (DMSO, 400 MHz): δ 0.90-0.93 (m, 3H); 1.61-1.70 (m, 2H); 3.08-3.12 (m, H); 3.81-3.87 (m, 3H); 5.49-5.53 (m, H); 6.85 (d, 2H, J=8.3 Hz); 7.19 (s, H); 7.25 (d, 2H, J=8.7 Hz); 7.55 (dd, H,... Reaction SMILES: [NH2:1][C:2]1[CH:10]=[CH:9][C:5]2[N:6]=[CH:7][NH:8][C:4]=2[CH:3]=1.[CH2:11]([O:14][C:15]1[CH:22]=[CH:21][C:18]([CH:19]=O)=[CH:17][CH:16]=1)[CH2:12][CH3:13].[Si](C#N)(C)(C)C.[N:29]1([C:34](N2C=CN=C2)=[O:35])C=CN=[CH:30]1>>[NH:6]1[C:5]2[CH:9]=[CH:10][C:2]([N:1]3[CH:19]([C:18]4[CH:21]=[CH:22][C:15]([O:14][CH2:11][CH2:12][CH3:13])=[CH:16][CH:17]=4)[CH2:30][NH:29][C:34]3=[O:35])=[CH:3][C:4]=2[N:8]=[CH:7]1. Reactants: NC1=CC2=C(N=CN2)C=C1 (5-aminobenzimidazole), PdC, TEA, C(CC)OC1=CC=C(C=O)C=C1 (4-propoxybenzaldehyde), [Si](C)(C)(C)C#N (TMSCN), N1(C=NC=C1)C(=O)N1C=NC=C1 (di-(imidazol-1-yl)methanone).